Task: describe an organic reaction: reactants, conditions, products, and yield. Dataset: the Open Reaction Database (ORD), a public repository of structured organic reaction records Starting materials: C(C1=CC=CC=C1)OC(CNC(CC(=O)OC(C)(C)C)=O)=O (Benzyl-2-[2-(tert-butoxycarbonyl)-acetamido]acetate), [H][H] (hydrogen). Reagents/catalysts: [Pd] (Pd/C). Solvent: CO (methanol). The product is C(C)(C)(C)OC(=O)CC(=O)NCC(=O)O (2-[2-(tert-Butoxycarbonyl)-acetamido]-acetic acid). Isolated yield 94.6%. Reaction SMILES: C([O:8][C:9](=[O:22])[CH2:10][NH:11][C:12](=[O:21])[CH2:13][C:14]([O:16][C:17]([CH3:20])([CH3:19])[CH3:18])=[O:15])C1C=CC=CC=1.[H][H]>CO.[Pd]>[C:17]([O:16][C:14]([CH2:13][C:12]([NH:11][CH2:10][C:9]([OH:22])=[O:8])=[O:21])=[O:15])([CH3:20])([CH3:18])[CH3:19]. Procedure details: Benzyl-2-[2-(tert-butoxycarbonyl)-acetamido]-acetate (14; 0.57 g, 1.85 mmol) was dissolved in methanol (15 mL), and then 10% Pd/C (0.06 g) was added therein with stirring for 1 h under pressure of 40 psi of hydrogen. After the reaction is completed, Pd/C was removed by filter paper and methanol was removed by concentration under reduced pressure to obtain colorless oil-like 15a (0.38 g; 100%). 1H-NMR (200 MHz) (DMSO) δ: 12.60 (br, s, 1H, CO2H), 8.07 (t, 1H, CONHCH2), 7.00 (t, 1H, NHBOC), 3.77 (d... Reactants: CC(=O)Oc1cc2cc(C(=O)CBr)oc2c(C)c1C, O=C([O-])[O-], C1COCCN1, CC(C)=O, [K+], [K+]. Yields the product CC(=O)Oc1cc2cc(C(=O)CN3CCOCC3)oc2c(C)c1C. As a reaction SMILES: [Br:1][CH2:2][C:3](=[O:4])[c:5]1[o:6][c:7]2[c:8]([cH:9]1)[cH:10][c:11]([O:16][C:17]([CH3:18])=[O:19])[c:12]([CH3:15])[c:13]2[CH3:14].[C:26](=[O:27])([O-:28])[O-:29].[CH2:20]1[CH2:21][O:22][CH2:23][CH2:24][NH:25]1.[CH3:32][C:33](=[O:34])[CH3:35].[K+:30].[K+:31]>>[CH2:2]([C:3](=[O:4])[c:5]1[o:6][c:7]2[c:8]([cH:9]1)[cH:10][c:11]([O:16][C:17]([CH3:18])=[O:19])[c:12]([CH3:15])[c:13]2[CH3:14])[N:25]1[CH2:20][CH2:21][O:22][CH2:23][CH2:24]1.